This data is from the Open Reaction Database (ORD), a public repository of structured organic reaction records. The task is: describe an organic reaction: reactants, conditions, products, and yield Starting materials: ClC1=CC=C(C=C1)CNC(=O)C=1C=NC2=C(C=C(C=C2C1O)C#CCSCC)F (N-[(4-Chlorophenyl)methyl]-6-[3-(ethylthio)-1-propynyl]-8-fluoro-4-hydroxy-3-quinolinecarboxamide), 127. Reagents/catalysts: [Pd] (Pd/C). The solvent is C(Cl)Cl.CO (CH2Cl2 MeOH). Conditions: time 3 hour. The product is ClC1=CC=C(C=C1)CNC(=O)C=1C=NC2=C(C=C(C=C2C1O)\C=C/CSCC)F (N-[(4-Chlorophenyl)methyl]-6-[(1Z)-3-(ethylthio)-1-propenyl]-8-fluoro-4-hydroxy-3-quinolinecarboxamide). As a reaction SMILES: [Cl:1][C:2]1[CH:7]=[CH:6][C:5]([CH2:8][NH:9][C:10]([C:12]2[CH:13]=[N:14][C:15]3[C:20]([C:21]=2[OH:22])=[CH:19][C:18]([C:23]#[C:24][CH2:25][S:26][CH2:27][CH3:28])=[CH:17][C:16]=3[F:29])=[O:11])=[CH:4][CH:3]=1>[Pd].C(Cl)Cl.CO>[Cl:1][C:2]1[CH:3]=[CH:4][C:5]([CH2:8][NH:9][C:10]([C:12]2[CH:13]=[N:14][C:15]3[C:20]([C:21]=2[OH:22])=[CH:19][C:18](/[CH:23]=[CH:24]\[CH2:25][S:26][CH2:27][CH3:28])=[CH:17][C:16]=3[F:29])=[O:11])=[CH:6][CH:7]=1 |f:2.3|. Procedure details: A mixture of N-[(4-Chlorophenyl)methyl]-6-[3-(ethylthio)-1-propynyl]-8-fluoro-4-hydroxy-3-quinolinecarboxamide from Example No. 127 (0.15 g) and Pd/C (10%, 0.06 g) in 3:1 CH2Cl2 /MeOH (20 mL) are placed on a Parr hydrogenator under 40 psi of H2 and shaken for 3 h. The reaction mixture is then filtered through Celite and concentrated in vacuo. Crystallization from MeOH affords the title compound as a solid. Starting materials: OC1C(C[C@@H]2CN(C[C@@H]21)C(=O)OC(C)(C)C)N2C=NC=C2 ((3aR,6aS)-tert-butyl 4-hydroxy-5-(1H-imidazol-1-yl)hexahydrocyclopenta[c]pyrrole-2(1H)-carboxylate), Cl (HCl), O1CCOCC1 (1,4-dioxane). Run at time 6 hour. The product is N1(C=NC=C1)C1C([C@@H]2[C@@H](CNC2)C1)O ((3aR,6aS)-5-(1H-imidazol-1-yl)octahydrocyclopenta[c]pyrrol-4-ol). As a reaction SMILES: [OH:1][CH:2]1[C@@H:9]2[C@@H:5]([CH2:6][N:7](C(OC(C)(C)C)=O)[CH2:8]2)[CH2:4][CH:3]1[N:17]1[CH:21]=[CH:20][N:19]=[CH:18]1.Cl.O1CCOCC1>>[N:17]1([CH:3]2[CH2:4][C@@H:5]3[CH2:6][NH:7][CH2:8][C@@H:9]3[CH:2]2[OH:1])[CH:21]=[CH:20][N:19]=[CH:18]1. Procedure: In a 4 mL vial were combined (3aR,6aS)-tert-butyl 4-hydroxy-5-(1H-imidazol-1-yl)hexahydrocyclopenta[c]pyrrole-2(1H)-carboxylate (50 mg, 0.170 mmol) from Step 3 and 4 N HCl in 1,4-dioxane (0.554 mL, 2.216 mmol) to give a suspension. The reaction was stirred at room temperature for 6 hours, and then the solvent was removed in vacuo. The resulting HCl salt was triturated with 3 mL of 10% methanol (2 N ammonia)/dichloromethane and filtered to give crude (3aR,6aS)-5-(1H-imidazol-1-yl)octahydrocyclope... Reactants: C(C(C)C)C1=CC=C(C=C1)C(C)C1=NOC(=C1)N (3-[1-(4-isobutyl-phenyl)-ethyl]-isoxazol-5-yl-amine), C(C1=CC=CC=C1)(=O)N=C=S (benzoyl isothiocyanate). Solvent: C(CCl)Cl (ethylene dichloride). Reaction conditions: temperature 60 celsius, time 5 hour. The product is C(C1=CC=CC=C1)(=O)NC(=S)NC1=CC(=NO1)C(C)C1=CC=C(C=C1)CC(C)C (1-benzoyl-3-{3-[1-(4-isobutyl-phenyl)-ethyl]-isoxazol-5-yl}-thiourea). As a reaction SMILES: [CH2:1]([C:5]1[CH:10]=[CH:9][C:8]([CH:11]([C:13]2[CH:17]=[C:16]([NH2:18])[O:15][N:14]=2)[CH3:12])=[CH:7][CH:6]=1)[CH:2]([CH3:4])[CH3:3].[C:19]([N:27]=[C:28]=[S:29])(=[O:26])[C:20]1[CH:25]=[CH:24][CH:23]=[CH:22][CH:21]=1>C(Cl)CCl>[C:19]([NH:27][C:28]([NH:18][C:16]1[O:15][N:14]=[C:13]([CH:11]([C:8]2[CH:7]=[CH:6][C:5]([CH2:1][CH:2]([CH3:4])[CH3:3])=[CH:10][CH:9]=2)[CH3:12])[CH:17]=1)=[S:29])(=[O:26])[C:20]1[CH:25]=[CH:24][CH:23]=[CH:22][CH:21]=1. Procedure details: This isoxazol (11.35 g) was dissolved in ethylene dichloride (200 ml) and then benzoyl isothiocyanate (11.9 ml) was added, after which the resulting mixture was stirred at 60° C. for 5 hours. The reaction mixture was concentrated under reduced pressure and a small amount of water was added, after which the resulting mixture was subjected to extraction with ethyl acetate. The organic layer was dried over sodium sulfate and then concentrated under reduced pressure. The residue was isolated by a si... The reactants are C(C)OC(C(C(=O)OCC)(CC1=CC(=C(C=C1)C)OC)NC(C)=O)=O (2-acetylamino-2-(3-methoxy-4-methylbenzyl)-malonic acid diethyl ester), [OH-].[K+] (potassium hydroxide), [OH-].[K+] (potassium hydroxide). Solvent: O (water), C(C)O (ethanol), O (water). The product is C(C)(=O)NC(CC1=CC(=C(C=C1)C)OC)C(=O)O (N-acetyl-3-methoxy-4-methyl-DL-phenylalanine). Isolated yield 106.0%. Reaction SMILES: C([O:3][C:4](=[O:25])[C:5]([NH:21][C:22](=[O:24])[CH3:23])([CH2:11][C:12]1[CH:17]=[CH:16][C:15]([CH3:18])=[C:14]([O:19][CH3:20])[CH:13]=1)C(OCC)=O)C.[OH-].[K+]>O.C(O)C>[C:22]([NH:21][CH:5]([C:4]([OH:25])=[O:3])[CH2:11][C:12]1[CH:17]=[CH:16][C:15]([CH3:18])=[C:14]([O:19][CH3:20])[CH:13]=1)(=[O:24])[CH3:23] |f:1.2|. Procedure details: A mixture of 2-acetylamino-2-(3-methoxy-4-methylbenzyl)-malonic acid diethyl ester (10.0 g), potassium hydroxide solution (1.88 g) in water (25 ml) and ethanol (25 ml) were stirred under reflux for 1 hour. Another potassium hydroxide solution (1.88 g) in water (10 ml) was added to the mixture and the whole was stirred under reflux for 2 hours. After being cooled to room temperature, the reaction mixture was concentrated under reduced pressure. Water (50 ml) and ethyl acetate (50 ml) were added t... Reactants: [I-].C[NH+]1CN(CC(C1)C(=O)OC)C(C1=CC=CC=C1)(C1=CC=CC=C1)C1=CC=CC=C1 (1-Methyl-3-triphenylmethyl-5-methoxycarbonyl-1,4,5,6-tetrahydropyrimidinium iodide). Run in C(=O)(C(F)(F)F)O (TFA), C(=O)(C(F)(F)F)O (TFA). The product is CN1C=NCC(C1)C(=O)OC (1-Methyl-5-methoxycarbonyl-1,4,5,6-tetrahydropyrimidine). As a reaction SMILES: [I-].[CH3:2][NH+:3]1[CH2:8][CH:7]([C:9]([O:11][CH3:12])=[O:10])[CH2:6][N:5](C(C2C=CC=CC=2)(C2C=CC=CC=2)C2C=CC=CC=2)[CH2:4]1>C(O)(C(F)(F)F)=O>[CH3:2][N:3]1[CH2:8][CH:7]([C:9]([O:11][CH3:12])=[O:10])[CH2:6][N:5]=[CH:4]1 |f:0.1|. Reported procedure: 1-Methyl-3-triphenylmethyl-5-methoxycarbonyl-1,4,5,6-tetrahydropyrimidinium iodide (395 mg, 0.75 mmol) is dissolved in TFA (1 ml) with stirring in a stoppered round bottom flask at room temperature. After 18 hours stirring the excess TFA is evaporated in vacuo, and the dark residue triturated with ether. The ether is decanted leaving an oily residue that is taken up in ice cold sat. Na2CO3 and then extracted with chloroform. After drying and evaporation the chloroform fraction gave the free base... Starting materials: CN1CCOCC1, O=C(Cl)OC1CCCC1, ClCCl, COC(=O)c1ccc(Cc2c[nH]c3ccc(N)cc23)c(OC)c1. Product: COC(=O)c1ccc(Cc2c[nH]c3ccc(NC(=O)OC4CCCC4)cc23)c(OC)c1. Reaction SMILES: [CH3:33][N:34]1[CH2:35][CH2:36][O:37][CH2:38][CH2:39]1.[Cl:1][C:2](=[O:3])[O:4][CH:5]1[CH2:6][CH2:7][CH2:8][CH2:9]1.[Cl:40][CH2:41][Cl:42].[NH2:10][c:11]1[cH:12][c:13]2[c:14]([CH2:20][c:21]3[c:22]([O:31][CH3:32])[cH:23][c:24]([C:25](=[O:26])[O:27][CH3:28])[cH:29][cH:30]3)[cH:15][nH:16][c:17]2[cH:18][cH:19]1>>[C:2](=[O:3])([O:4][CH:5]1[CH2:6][CH2:7][CH2:8][CH2:9]1)[NH:10][c:11]1[cH:12][c:13]2[c:14]([CH2:20][c:21]3[c:22]([O:31][CH3:32])[cH:23][c:24]([C:25](=[O:26])[O:27][CH3:28])[cH:29][cH:30]3)[cH:15][nH:16][c:17]2[cH:18][cH:19]1. The product is C(C)(C)(C)C1=CC(=C(C=C1)S(=O)(=O)NC1=C(SC=C1)C(=O)O)N1CCOCC1 (3-[4-tert-Butyl-2-(morpholin-4-yl)phenylsulfonamido]thiophene-2-carboxylic acid). Isolated yield 94.6%. Solvent: O1CCCC1 (tetrahydrofuran). Procedure details: To a solution of 11 (24.7 mL; 0.06 mmol) in tetrahydrofuran (5 mL) in a 2.5-5.0 mL microwave reactor tube was added aqueous lithium hydroxide (1 mL; 2M). The reaction vessel was subjected to the following microwave conditions: Temperature=140° C.; Time=15 minutes; Power=250 W; Cooling on; Absorption=Very High. The crude reaction mixture was allowed to cool to room temperature, acidified by the addition of aqueous hydrochloric acid (15 mL; 2N), and extracted with ethyl acetate (3×10 mL). The orga... As a reaction SMILES: [C:1]([C:5]1[CH:10]=[CH:9][C:8]([S:11]([NH:14][C:15]2[CH:19]=[CH:18][S:17][C:16]=2[C:20]([O:22]C)=[O:21])(=[O:13])=[O:12])=[C:7]([N:24]2[CH2:29][CH2:28][O:27][CH2:26][CH2:25]2)[CH:6]=1)([CH3:4])([CH3:3])[CH3:2].[OH-].[Li+].Cl>O1CCCC1>[C:1]([C:5]1[CH:10]=[CH:9][C:8]([S:11]([NH:14][C:15]2[CH:19]=[CH:18][S:17][C:16]=2[C:20]([OH:22])=[O:21])(=[O:12])=[O:13])=[C:7]([N:24]2[CH2:29][CH2:28][O:27][CH2:26][CH2:25]2)[CH:6]=1)([CH3:4])([CH3:2])[CH3:3] |f:1.2|. The reactants are C(C)(C)(C)C1=CC(=C(C=C1)S(=O)(=O)NC1=C(SC=C1)C(=O)OC)N1CCOCC1 (Methyl 3-(4-tert-butyl-2-morpholinophenylsulfonamido)thiophene-2-carboxylate), [OH-].[Li+] (lithium hydroxide), Cl (hydrochloric acid). The reactants are O=[N+]([O-])c1ccc2c(c1)OC(CC(F)(F)F)(C(F)(F)F)O2, O=[N+]([O-])O, O=S(=O)(O)O. Product: O=[N+]([O-])c1cc2c(cc1[N+](=O)[O-])OC(CC(F)(F)F)(C(F)(F)F)O2. Reaction SMILES: [N+:1](=[O:2])([O-:3])[c:4]1[cH:5][c:6]2[c:7]([cH:20][cH:21]1)[O:8][C:9]([C:11]([F:12])([F:13])[F:14])([CH2:15][C:16]([F:17])([F:18])[F:19])[O:10]2.[OH:22][N+:23]([O-:24])=[O:25].[S:26](=[O:27])(=[O:28])([OH:29])[OH:30]>>[N+:1](=[O:2])([O-:3])[c:4]1[cH:5][c:6]2[c:7]([cH:20][c:21]1[N+:23](=[O:22])[O-:24])[O:8][C:9]([C:11]([F:12])([F:13])[F:14])([CH2:15][C:16]([F:17])([F:18])[F:19])[O:10]2. The reactants are OC[C@@H]1[C@H]2CC(O[C@H]2C[C@H]1OC(C1=CC=CC=C1)=O)=O ((1S,5R,6S,7R)-6-hydroxymethyl-7-benzoyloxy-2-oxabicyclo[3.3.0]octan-3-one), N1C=NC=C1 (imidazole), [Si](C)(C)(C(C)(C)C)Cl (tert-butyldimethylsilyl chloride). Solvent: CN(C=O)C (dimethylformamide). Conditions: time 3 hour. Yields the product [Si](C)(C)(C(C)(C)C)OC[C@@H]1[C@H]2CC(O[C@H]2C[C@H]1OC(C1=CC=CC=C1)=O)=O ((1S,5R,6S,7R)-6-tert-Butyldimethylsilyloxymethyl-7-benzoyloxy-2-oxabicyclo[3.3.0]octan-3-one). The yield is 97.9%. RXN SMILES: [OH:1][CH2:2][C@H:3]1[C@H:10]([O:11][C:12](=[O:19])[C:13]2[CH:18]=[CH:17][CH:16]=[CH:15][CH:14]=2)[CH2:9][C@H:8]2[C@@H:4]1[CH2:5][C:6](=[O:20])[O:7]2.N1C=CN=C1.[Si:26](Cl)([C:29]([CH3:32])([CH3:31])[CH3:30])([CH3:28])[CH3:27]>CN(C)C=O>[Si:26]([O:1][CH2:2][C@H:3]1[C@H:10]([O:11][C:12](=[O:19])[C:13]2[CH:18]=[CH:17][CH:16]=[CH:15][CH:14]=2)[CH2:9][C@H:8]2[C@@H:4]1[CH2:5][C:6](=[O:20])[O:7]2)([C:29]([CH3:32])([CH3:31])[CH3:30])([CH3:28])[CH3:27]. Procedure: A solution of 11.052 g of (1S,5R,6S,7R)-6-hydroxymethyl-7-benzoyloxy-2-oxabicyclo[3.3.0]octan-3-one (DOS No. 2,610,718) in 54.0 ml of absolute dimethylformamide is combined with 3.03 g of imidazole and 6.63 g of tert-butyldimethylsilyl chloride, and the mixture is stirred for 3 hours at room temperature. The solution is subsequently precipitated into 500 ml of ice water, the precipitate is suctioned off, and the residue is dissolved in methylene chloride. The organic solution is dried over magne...